From a dataset of the Open Reaction Database (ORD), a public repository of structured organic reaction records. describe an organic reaction: reactants, conditions, products, and yield Starting materials: O=C1OCC(c2cccc(O)c2)N1c1ccc(Cl)cc1, CCI, [K+], [K+], O=C([O-])[O-], CN(C)C=O. Yields the product CCOc1cccc(C2COC(=O)N2c2ccc(Cl)cc2)c1. Reaction SMILES: [Cl:1][c:2]1[cH:3][cH:4][c:5]([N:8]2[C:9](=[O:20])[O:10][CH2:11][CH:12]2[c:13]2[cH:14][c:15]([OH:19])[cH:16][cH:17][cH:18]2)[cH:6][cH:7]1.[I:27][CH2:28][CH3:29].[K+:21].[K+:22].[O-:23][C:24]([O-:25])=[O:26].[O:30]=[CH:31][N:32]([CH3:33])[CH3:34]>>[Cl:1][c:2]1[cH:3][cH:4][c:5]([N:8]2[C:9](=[O:20])[O:10][CH2:11][CH:12]2[c:13]2[cH:14][c:15]([O:19][CH2:28][CH3:29])[cH:16][cH:17][cH:18]2)[cH:6][cH:7]1. Reported procedure: 13.6 ml (0.0136 mol) of 1N sodium hydroxide solution are added dropwise at room temperature to a solution of 1.5 g (0.0034 mol) of N-[2-(4-carbomethoxyphenyl)-1-methyl-ethyl]-N-benzyl-2-hydroxy-2-(2-aminothiazol-4-yl)ethanamine in dioxan/methanol=1:1 within 10 minutes, with stirring. After 1 hour 20 ml of water are added dropwise sufficiently slowly that a solution is always maintained. After 16 hours 13.5 ml (0.0136 mol) of 1N hydrochloric acid are added, and the mixture is extracted with methy... Run in O1CCOCC1.CO (dioxan methanol). The reactants are Cl (hydrochloric acid), [OH-].[Na+] (sodium hydroxide), C(=O)(OC)C1=CC=C(C=C1)CC(C)N(CC(C=1N=C(SC1)N)O)CC1=CC=CC=C1 (N-[2-(4-carbomethoxyphenyl)-1-methyl-ethyl]-N-benzyl-2-hydroxy-2-(2-aminothiazol-4-yl)ethanamine), O (water). Reaction SMILES: [OH-].[Na+].[C:3]([C:7]1[CH:12]=[CH:11][C:10]([CH2:13][CH:14]([N:16]([CH2:26][C:27]2[CH:32]=[CH:31][CH:30]=[CH:29][CH:28]=2)[CH2:17][CH:18]([OH:25])[C:19]2[N:20]=[C:21]([NH2:24])[S:22][CH:23]=2)[CH3:15])=[CH:9][CH:8]=1)([O:5]C)=[O:4].O.Cl>O1CCOCC1.CO>[C:3]([C:7]1[CH:12]=[CH:11][C:10]([CH2:13][CH:14]([N:16]([CH2:26][C:27]2[CH:32]=[CH:31][CH:30]=[CH:29][CH:28]=2)[CH2:17][CH:18]([OH:25])[C:19]2[N:20]=[C:21]([NH2:24])[S:22][CH:23]=2)[CH3:15])=[CH:9][CH:8]=1)([OH:5])=[O:4] |f:0.1,5.6|. Product: C(=O)(O)C1=CC=C(C=C1)CC(C)N(CC(C=1N=C(SC1)N)O)CC1=CC=CC=C1 (N-[2-(4-Carboxyphenyl)-1-methylethyl]-N-benzyl-2-hydroxy-2-(2-amino-thiazol-4-yl)ethanamine). As a reaction SMILES: [CH2:20]([CH:21]=[CH2:22])[Br:23].[CH3:1][CH:2]([CH3:3])[N:4]1[S:5](=[O:16])(=[O:17])[NH:6][c:7]2[c:8]([cH:10][c:11]([S:14][CH3:15])[cH:12][cH:13]2)[CH2:9]1.[CH3:24][N:25]([CH3:26])[CH:27]=[O:28].[CH3:29][CH2:30][O:31][C:32](=[O:33])[CH3:34].[H-:18].[Na+:19]>>[CH3:1][CH:2]([CH3:3])[N:4]1[S:5](=[O:16])(=[O:17])[N:6]([CH2:22][CH:21]=[CH2:20])[c:7]2[c:8]([cH:10][c:11]([S:14][CH3:15])[cH:12][cH:13]2)[CH2:9]1. Starting materials: C=CCBr, CSc1ccc2c(c1)CN(C(C)C)S(=O)(=O)N2, CN(C)C=O, CCOC(C)=O, [H-], [Na+]. Product: C=CCN1c2ccc(SC)cc2CN(C(C)C)S1(=O)=O. Reactants: C(C1=CC=CC=C1)N1C(CNCC1)(C)C (1-benzyl-2,2-dimethylpiperazine), BrC1=CC=C(C=C1)F (1-bromo-4-fluorobenzene), C1(=CC=CC=C1)P(C1=C(C2=CC=CC=C2C=C1)C1=C(C=CC2=CC=CC=C12)P(C1=CC=CC=C1)C1=CC=CC=C1)C1=CC=CC=C1 (2,2′-Bis(diphenylphosphino)-1,1′-binaphthyl), CC(C)([O-])C.[Na+] (sodium tert-butoxide), tris(dibenzyllideneacetone)dipalladium (0). Solvent: O1CCOCC1 (1,4-dioxane). Run at temperature 100 celsius. The product is C(C1=CC=CC=C1)N1C(CN(CC1)C1=CC=C(C=C1)F)(C)C (1-benzyl-4-(4-fluorophenyl)-2,2-dimethylpiperazine). Yield: 62.8%. Reaction SMILES: [CH2:1]([N:8]1[CH2:13][CH2:12][NH:11][CH2:10][C:9]1([CH3:15])[CH3:14])[C:2]1[CH:7]=[CH:6][CH:5]=[CH:4][CH:3]=1.Br[C:17]1[CH:22]=[CH:21][C:20]([F:23])=[CH:19][CH:18]=1.C1(P(C2C=CC=CC=2)C2C=CC3C(=CC=CC=3)C=2C2C3C(=CC=CC=3)C=CC=2P(C2C=CC=CC=2)C2C=CC=CC=2)C=CC=CC=1.CC(C)([O-])C.[Na+]>O1CCOCC1>[CH2:1]([N:8]1[CH2:13][CH2:12][N:11]([C:17]2[CH:22]=[CH:21][C:20]([F:23])=[CH:19][CH:18]=2)[CH2:10][C:9]1([CH3:15])[CH3:14])[C:2]1[CH:3]=[CH:4][CH:5]=[CH:6][CH:7]=1 |f:3.4|. Reported procedure: To a stirred solution of 1-benzyl-2,2-dimethylpiperazine (1.2 g, 5.87 mmol) in 1,4-dioxane (50 ml) at 25° C. was added 1-bromo-4-fluorobenzene (1.233 g, 7.05 mmol), 2,2′-Bis(diphenylphosphino)-1,1′-binaphthyl (BINAP) (0.366 g, 0.587 mmol), sodium tert-butoxide (1.129 g, 11.75 mmol), and tris(dibenzyllideneacetone)dipalladium (0) [Pd2(dba)3] (0.269 g, 0.294 mmol). The reaction mixture was purged with nitrogen for 10 min in sealed tube and then heated at 100° C. for 5 h. The progress of reaction w... Starting materials: CC(C)=O, O=Cc1cccc(B(O)O)c1, [K+], O=[Mn](=O)(=O)[O-], O. Yields the product O=C(O)c1cccc(B(O)O)c1. RXN SMILES: [CH3:18][C:19]([CH3:20])=[O:21].[CH:1](=[O:2])[c:3]1[cH:4][c:5]([B:9]([OH:10])[OH:11])[cH:6][cH:7][cH:8]1.[K+:17].[Mn:12](=[O:13])([O-:14])(=[O:15])=[O:16].[OH2:22]>>[C:1](=[O:2])([c:3]1[cH:4][c:5]([B:9]([OH:10])[OH:11])[cH:6][cH:7][cH:8]1)[OH:13].